Dataset: the Open Reaction Database (ORD), a public repository of structured organic reaction records. Task: describe an organic reaction: reactants, conditions, products, and yield The reactants are O=C1CCC(=O)N1Br, O=C(OOC(=O)c1ccccc1)c1ccccc1, ClC(Cl)(Cl)Cl, CCOC(=O)c1ncc2nc(-c3ccc(F)cc3)sc2c1O. Product: CCOC(=O)c1nc(Br)c2nc(-c3ccc(F)cc3)sc2c1O. As a reaction SMILES: [Br:23][N:24]1[C:25](=[O:26])[CH2:27][CH2:28][C:29]1=[O:30].[C:31]([O:32][O:33][C:34](=[O:35])[c:36]1[cH:37][cH:38][cH:39][cH:40][cH:41]1)(=[O:42])[c:43]1[cH:44][cH:45][cH:46][cH:47][cH:48]1.[C:49]([Cl:50])([Cl:51])([Cl:52])[Cl:53].[CH2:1]([CH3:2])[O:3][C:4](=[O:5])[c:6]1[c:7]([OH:22])[c:8]2[c:9]([cH:10][n:11]1)[n:12][c:13](-[c:15]1[cH:16][cH:17][c:18]([F:21])[cH:19][cH:20]1)[s:14]2>>[CH2:1]([CH3:2])[O:3][C:4](=[O:5])[c:6]1[c:7]([OH:22])[c:8]2[c:9]([c:10]([Br:23])[n:11]1)[n:12][c:13](-[c:15]1[cH:16][cH:17][c:18]([F:21])[cH:19][cH:20]1)[s:14]2. Reactants: CCO, CCOC(C)=O, CCOC(=O)COC(c1ccc(Cl)cc1)c1ccc(Cl)cc1, [Na+], [OH-], O. Yields the product O=C(O)COC(c1ccc(Cl)cc1)c1ccc(Cl)cc1. RXN SMILES: [CH3:25][CH2:26][OH:27].[CH3:29][CH2:30][O:31][C:32](=[O:33])[CH3:34].[Cl:1][c:2]1[cH:3][cH:4][c:5]([CH:8]([O:9][CH2:10][C:11](=[O:12])[O:13][CH2:14][CH3:15])[c:16]2[cH:17][cH:18][c:19]([Cl:22])[cH:20][cH:21]2)[cH:6][cH:7]1.[Na+:24].[OH-:23].[OH2:28]>>[Cl:1][c:2]1[cH:3][cH:4][c:5]([CH:8]([O:9][CH2:10][C:11](=[O:12])[OH:13])[c:16]2[cH:17][cH:18][c:19]([Cl:22])[cH:20][cH:21]2)[cH:6][cH:7]1. The reactants are CO (methanol), OC1CC(NC(C1)(C)C)(C)C (4-hydroxy-2,2,6,6-tetramethylpiperidine), C(CCC(=O)OC)(=O)OC (dimethyl succinate), [NH2-].[Li+] (lithium amide). The solvent is C=1(C(=CC=CC1)C)C (xylene), C=1(C(=CC=CC1)C)C (xylene). The product is C(CCC(=O)OC1CC(NC(C1)(C)C)(C)C)(=O)OC1CC(NC(C1)(C)C)(C)C (di-(2,2,6,6-tetramethyl-4-piperidinyl) succinate). As a reaction SMILES: [OH:1][CH:2]1[CH2:7][C:6]([CH3:9])([CH3:8])[NH:5][C:4]([CH3:11])([CH3:10])[CH2:3]1.[C:12]([O:20][CH3:21])(=[O:19])[CH2:13][CH2:14][C:15](OC)=[O:16].[NH2-:22].[Li+].CO>C1(C)C(C)=CC=CC=1>[C:12]([O:20][CH:21]1[CH2:7][C:6]([CH3:9])([CH3:8])[NH:22][C:4]([CH3:11])([CH3:10])[CH2:3]1)(=[O:19])[CH2:13][CH2:14][C:15]([O:1][CH:2]1[CH2:3][C:4]([CH3:11])([CH3:10])[NH:5][C:6]([CH3:9])([CH3:8])[CH2:7]1)=[O:16] |f:2.3|. Procedure details: 322.3 g (2.05 mol) of 4-hydroxy-2,2,6,6-tetramethylpiperidine and 146.1 g (1 mol) of dimethyl succinate in 300 ml of xylene are heated to 80° C. 1.2 g of lithium amide are added to the reaction mixture at this temperature, and the temperature is raised to 120°-125° C. A mixture of methanol and xylene is then distilled off slowly under a slow stream of nitrogen. After approx. 10 hours virtually no more methanol distills off, which indicates the end of the transesterification. The contents of the ... Reactants: C(CC)S(=O)(=O)C1=NNC=N1 (3-propylsulphonyl-1,2,4-triazole), C(C=C)N(C(=O)Cl)CC=C (diallylcarbamoyl chloride), O1CCCC1 (tetrahydrofuran). Run in C(C)N(CC)CC (triethylamine). Product: C(C=C)N(C(=O)N1N=C(N=C1)S(=O)(=O)CCC)CC=C (1-diallylcarbamoyl-3-propylsulphonyl-1,2,4-triazole). As a reaction SMILES: [CH2:1]([S:4]([C:7]1[N:11]=[CH:10][NH:9][N:8]=1)(=[O:6])=[O:5])[CH2:2][CH3:3].[CH2:12]([N:15]([CH2:19][CH:20]=[CH2:21])[C:16](Cl)=[O:17])[CH:13]=[CH2:14].O1CCCC1>C(N(CC)CC)C>[CH2:12]([N:15]([CH2:19][CH:20]=[CH2:21])[C:16]([N:9]1[CH:10]=[N:11][C:7]([S:4]([CH2:1][CH2:2][CH3:3])(=[O:6])=[O:5])=[N:8]1)=[O:17])[CH:13]=[CH2:14]. Reported procedure: A mixture of 5.25 g. 3-propylsulphonyl-1,2,4-triazole, 5.3 g. diallylcarbamoyl chloride, 25 ml. dry tetrahydrofuran and 6 ml. dry triethylamine was refluxed under anhydrous conditions for 1.5 hours. The reaction mixture was worked up as described in Example 1 to give a solid product which was recrystallized from petroleum ether (b.p. 60° - 80° C.) to give 1-diallylcarbamoyl-3-propylsulphonyl-1,2,4-triazole, m.p. 41° - 42° C. Elemental analysis satisfactory.